From a dataset of the Open Reaction Database (ORD), a public repository of structured organic reaction records. describe an organic reaction: reactants, conditions, products, and yield The product is FC(C=1C=CC=C2C(=CC=NC12)NC=1C(C(=O)OCP(=O)(C)C)=CC=CC1)(F)F (dimethylphosphinyl-methyl N-(8-trifluoromethyl-4-quinolyl)-anthranilate). Solvent: Cl (hydrochloric acid), C(C)(C)O (isopropanol). RXN SMILES: [C:1]([O:10][CH2:11][P:12]([CH3:15])([CH3:14])=[O:13])(=[O:9])[C:2]1[C:3](=[CH:5][CH:6]=[CH:7][CH:8]=1)[NH2:4].Cl[C:17]1[C:26]2[C:21](=[C:22]([C:27]([F:30])([F:29])[F:28])[CH:23]=[CH:24][CH:25]=2)[N:20]=[CH:19][CH:18]=1>C(O)(C)C.Cl>[F:30][C:27]([F:28])([F:29])[C:22]1[CH:23]=[CH:24][CH:25]=[C:26]2[C:21]=1[N:20]=[CH:19][CH:18]=[C:17]2[NH:4][C:3]1[C:2](=[CH:8][CH:7]=[CH:6][CH:5]=1)[C:1]([O:10][CH2:11][P:12]([CH3:15])([CH3:14])=[O:13])=[O:9]. Reported procedure: 4.6 grams (0.02 mol) of dimethylphosphinylmethyl anthranilate and 4.6 grams (0.02 mol) of 4-chloro-8-trifluoromethylquinoline are kept at 80° C for about 31/2 hours in 15 ml of isopropanol and 2.3 ml of concentrated aqueous hydrochloric acid. After removing the solvents and excess hydrochloric acid, the free base of the ester is liberated at 0° C. The dimethylphosphinyl-methyl N-(8-trifluoromethyl-4-quinolyl)-anthranilate obtained is identical to that prepared in Example (2a). Yield 7.6 grams (9... Starting materials: C(C=1C(N)=CC=CC1)(=O)OCP(=O)(C)C (dimethylphosphinylmethyl anthranilate), ClC1=CC=NC2=C(C=CC=C12)C(F)(F)F (4-chloro-8-trifluoromethylquinoline). The reactants are N(=O)[O-].[Na+] (sodium nitrite), NC=1C(=C(C(=O)OC)C=CC1)OC (methyl 3-amino-2-methoxybenzoate), Cl (HCl), cuprous chloride, Cl (HCl). Run in CO (methanol), [OH-].[Na+] (NaOH), O (water). Reaction conditions: time 0.5 hour. Product: ClC=1C(=C(C(=O)O)C=CC1)OC (3-chloro-2-methoxybenzoic acid). Isolated yield 24.0%. Reaction SMILES: N([O-])=O.[Na+].N[C:6]1[C:7]([O:16][CH3:17])=[C:8]([CH:13]=[CH:14][CH:15]=1)[C:9]([O:11]C)=[O:10].[ClH:18]>O.CO.[OH-].[Na+]>[Cl:18][C:6]1[C:7]([O:16][CH3:17])=[C:8]([CH:13]=[CH:14][CH:15]=1)[C:9]([OH:11])=[O:10] |f:0.1,6.7|. Procedure: A solution of 1.2 g of sodium nitrite in 3 mL of water was added dropwise to a solution of 2 g (0.011 mole) of methyl 3-amino-2-methoxybenzoate in 15 mL of conc. HCl kept below 10° C. After completing the addition, stirring was continued for 0.5 hour at 0° C. The cold solution was then added dropwise to a solution of 2.5 g of cuprous chloride in 6 mL of concentrated HCl at 80°-85° C. After stirring at this temperature for 0.5 hour, the solution was chilled to precipitate an oil which was taken u... Reactants: CCCCC(F)(F)C(=O)C=CC1C(OC2CCCCO2)CC(OC(C)=O)C1CCCCCCC(=O)OC, CCOC(C)=O. Product: CCCCC(F)(F)C(=O)CCC1C(OC2CCCCO2)CC(OC(C)=O)C1CCCCCCC(=O)OC. Reaction SMILES: [C:1]([CH3:2])(=[O:3])[O:4][CH:5]1[CH2:6][CH:7]([O:31][CH:32]2[O:33][CH2:34][CH2:35][CH2:36][CH2:37]2)[CH:8]([CH:20]=[CH:21][C:22]([C:23]([CH2:24][CH2:25][CH2:26][CH3:27])([F:28])[F:29])=[O:30])[CH:9]1[CH2:10][CH2:11][CH2:12][CH2:13][CH2:14][CH2:15][C:16](=[O:17])[O:18][CH3:19].[CH3:38][CH2:39][O:40][C:41](=[O:42])[CH3:43]>>[C:1]([CH3:2])(=[O:3])[O:4][CH:5]1[CH2:6][CH:7]([O:31][CH:32]2[O:33][CH2:34][CH2:35][CH2:36][CH2:37]2)[CH:8]([CH2:20][CH2:21][C:22]([C:23]([CH2:24][CH2:25][CH2:26][CH3:27])([F:28])[F:29])=[O:30])[CH:9]1[CH2:10][CH2:11][CH2:12][CH2:13][CH2:14][CH2:15][C:16](=[O:17])[O:18][CH3:19]. Starting materials: CC(=O)OI1(C=2C=CC=CC2C(=O)O1)(OC(=O)C)OC(=O)C (Dess-Martin reagent), C(C)(C)(C)C1=CC=C(C=C1)\C(=C/CO)\C1=NC(=C(C=C1)Cl)OC ((2E)-3-(4-tert-butylphenyl)-3-(5-chloro-6-methoxypyridin-2-yl)prop-2-en-1-ol), S(=S)(=O)([O-])[O-].[Na+].[Na+] (sodium thiosulfate). The solvent is C(Cl)(Cl)Cl (chloroform). Run at time 30 minute. Product: C(C)(C)(C)C1=CC=C(C=C1)\C(=C/C(=O)O)\C1=NC(=C(C=C1)Cl)OC ((2E)-3-(4-tert-Butylphenyl)-3-(5-chloro-6-methoxypyridin-2-yl)prop-2-enoic acid). The yield is 69.3%. RXN SMILES: CC(OI1(OC(C)=O)(OC(C)=O)OC(=O)C2C=CC=CC1=2)=[O:3].[C:23]([C:27]1[CH:32]=[CH:31][C:30](/[C:33](/[C:37]2[CH:42]=[CH:41][C:40]([Cl:43])=[C:39]([O:44][CH3:45])[N:38]=2)=[CH:34]\[CH2:35][OH:36])=[CH:29][CH:28]=1)([CH3:26])([CH3:25])[CH3:24].S([O-])([O-])(=O)=S.[Na+].[Na+]>C(Cl)(Cl)Cl>[C:23]([C:27]1[CH:32]=[CH:31][C:30](/[C:33](/[C:37]2[CH:42]=[CH:41][C:40]([Cl:43])=[C:39]([O:44][CH3:45])[N:38]=2)=[CH:34]\[C:35]([OH:3])=[O:36])=[CH:29][CH:28]=1)([CH3:26])([CH3:24])[CH3:25] |f:2.3.4|. Reported procedure: Dess-Martin reagent (770 mg) was added to a solution of (2E)-3-(4-tert-butylphenyl)-3-(5-chloro-6-methoxypyridin-2-yl)prop-2-en-1-ol (601 mg) in chloroform (20 mL), and the mixture was stirred at room temperature for 30 minutes. A 10% sodium thiosulfate solution was added to the reaction solution, followed by extraction with chloroform. The organic layer was washed with brine and dried over sodium sulfate. After filtration, the solvent was evaporated under reduced pressure. Sodium dihydrogenphos...